From a dataset of the Open Reaction Database (ORD), a public repository of structured organic reaction records. describe an organic reaction: reactants, conditions, products, and yield The reactants are C([O-])([O-])=O.[K+].[K+] (potassium carbonate), P(=O)(Cl)(Cl)Cl (Phosphorous oxychloride), C(C1=CC=CC=C1)OC1=CC=2C3=C(C=[N+](C2C=C1)[O-])N=C(N3CC(C)C)COC (8-benzyloxy-1-(2-methylpropyl)-2-methoxymethyl-5-oxido-1H-imidazo[4,5-c]quinoline), ice. The solvent is CN(C)C=O (DMF). Reaction conditions: time 1 hour. Yields the product C(C1=CC=CC=C1)OC1=CC=2C3=C(C(=NC2C=C1)Cl)N=C(N3CC(C)C)COC (8-benzyloxy-4-chloro-1-(2-methylpropyl)-2-methoxymethyl-1H-imidazo[4,5-c]quinoline). As a reaction SMILES: P(Cl)(Cl)([Cl:3])=O.[CH2:6]([O:13][C:14]1[CH:23]=[CH:22][C:21]2[N+:20]([O-])=[CH:19][C:18]3[N:25]=[C:26]([CH2:32][O:33][CH3:34])[N:27]([CH2:28][CH:29]([CH3:31])[CH3:30])[C:17]=3[C:16]=2[CH:15]=1)[C:7]1[CH:12]=[CH:11][CH:10]=[CH:9][CH:8]=1.C(=O)([O-])[O-].[K+].[K+]>CN(C=O)C>[CH2:6]([O:13][C:14]1[CH:23]=[CH:22][C:21]2[N:20]=[C:19]([Cl:3])[C:18]3[N:25]=[C:26]([CH2:32][O:33][CH3:34])[N:27]([CH2:28][CH:29]([CH3:31])[CH3:30])[C:17]=3[C:16]=2[CH:15]=1)[C:7]1[CH:12]=[CH:11][CH:10]=[CH:9][CH:8]=1 |f:2.3.4|. Procedure: Phosphorous oxychloride (1.78 g, 11.6 mmol) was added dropwise to a solution of 8-benzyloxy-1-(2-methylpropyl)-2-methoxymethyl-5-oxido-1H-imidazo[4,5-c]quinoline in 10 mL of DMF. After 1 hour, the reaction was poured onto 700 mL of ice and stirred overnight. Solid potassium carbonate was then added until the pH of the reached 10. After 30 minutes of stirring, the mixture was filtered. The resulting solid was washed with water and dried under a stream of air to give 3.75 g of 8-benzyloxy-4-chloro... The reactants are C(C1=CC=CC=C1)OC(=O)N1C(CN(CC1)CC1=CC(=CC=C1)C1=NC(=NC=C1)Cl)C#N (4-[3-(2-Chloro-pyrimidin-4-yl)-benzyl]-2-cyano-piperazine-1-carboxylic acid benzyl ester), FC=1C=C(C=C(C1)F)CCN (2-(3,5-difluoro-phenyl)-ethylamine), 453. The product is FC=1C=C(C=C(C1)F)CCNC1=NC=CC(=N1)C=1C=C(CN2CC(NCC2)C#N)C=CC1 (4-(3-{2-[2-(3,5-Difluoro-phenyl)-ethylamino]-pyrimidin-4-yl}-benzyl)-piperazine-2-carbonitrile). As a reaction SMILES: C(OC([N:11]1[CH2:16][CH2:15][N:14]([CH2:17][C:18]2[CH:23]=[CH:22][CH:21]=[C:20]([C:24]3[CH:29]=[CH:28][N:27]=[C:26](Cl)[N:25]=3)[CH:19]=2)[CH2:13][CH:12]1[C:31]#[N:32])=O)C1C=CC=CC=1.[F:33][C:34]1[CH:35]=[C:36]([CH2:41][CH2:42][NH2:43])[CH:37]=[C:38]([F:40])[CH:39]=1>>[F:33][C:34]1[CH:35]=[C:36]([CH2:41][CH2:42][NH:43][C:26]2[N:25]=[C:24]([C:20]3[CH:19]=[C:18]([CH:23]=[CH:22][CH:21]=3)[CH2:17][N:14]3[CH2:15][CH2:16][NH:11][CH:12]([C:31]#[N:32])[CH2:13]3)[CH:29]=[CH:28][N:27]=2)[CH:37]=[C:38]([F:40])[CH:39]=1. Procedure details: Intermediate 140 was coupled with 2-(3,5-difluoro-phenyl)-ethylamine following procedure F. The resulting product was deprotected following procedure G3. LC-MS showed the product had the expected M+H3O+ of 453. 1H NMR (Varian 300 MHz, CD3OD, shifts relative to the solvent peak at 3.3 ppm) δ 8.37 (d, 1H) 8.19 (s, 1H) 8.15 (d, 1H) 7.68 (d, 1H) 7.60 (t, 1H) 7.37 (d, 1H) 6.94 (d, 2H) 6.85 (m, 1H) 4.60 (s, 2H) 4.05 (dd, 1H) 3.94 (t, 2H) 3.52 (dd, 2H) 3.24 (t, 2H) 3.03 (t, 2H) 2.58 (t, 2H). Reactants: C(C=CCC(=O)OCC)(=O)OCC (diethyl glutaconate), ClC=1C=C(C=CC1)I (3-chloroiodobenzene), C(C)(=O)[O-].[Na+] (sodium acetate), O (water). Reagents/catalysts: C(C)(=O)[O-].[Pd+2].C(C)(=O)[O-] (palladium acetate). The solvent is CN(C)C=O (DMF). Conditions: temperature 100 celsius, time 21 hour. The product is ClC=1C=C(C=CC1)/C(=C/C(=O)OCC)/CC(=O)OCC (Diethyl (2E)-3-(3-chlorophenyl)-2-pentenedioate). The yield is 20.1%. As a reaction SMILES: [C:1]([O:11][CH2:12][CH3:13])(=[O:10])[CH:2]=[CH:3][CH2:4][C:5]([O:7][CH2:8][CH3:9])=[O:6].[Cl:14][C:15]1[CH:16]=[C:17](I)[CH:18]=[CH:19][CH:20]=1.C([O-])(=O)C.[Na+].O>CN(C=O)C.C([O-])(=O)C.[Pd+2].C([O-])(=O)C>[Cl:14][C:15]1[CH:20]=[C:19](/[C:3](/[CH2:4][C:5]([O:7][CH2:8][CH3:9])=[O:6])=[CH:2]/[C:1]([O:11][CH2:12][CH3:13])=[O:10])[CH:18]=[CH:17][CH:16]=1 |f:2.3,6.7.8|. Reported procedure: A mixture of diethyl glutaconate (10.0 g. 53.7 mmol), 3-chloroiodobenzene (11.5 g, 48.2 mmol), sodium acetate (4.40 g, 53.7 mmol) and palladium acetate (1.1 g, 4.9 mmol) in DMF (30 mL) was heated to 100° C., stirred for 21 hours, cooled to room temperature, poured into water, filtered, and extracted with ethyl acetate. The combined extracts were washed with water and brine, dried (MgSO4), filtered, and concentrated. The concentrate was purified by flash column chromatography on silica gel 8:1 he... Starting materials: CN(C=NC(=O)C1=CN2CCOC3=C(C2=N1)C=NC(=C3)Cl)C (8-Chloro-4,5-dihydro-6-oxa-1,3a,9-triaza-benzo[e]azulene-2-carboxylic acid 1-dimethylamino-methylideneamide), Cl.C1(CCCCC1)NN (cyclohexylhydrazine hydrochloride). Product: ClC1=CC2=C(C3=NC(=CN3CCO2)C=2N(N=CN2)C2CCCCC2)C=N1 (8-Chloro-2-(2-cyclohexyl-2H-[1,2,4]triazol-3-yl)-4,5-dihydro-6-oxa-1,3a,9-triaza-benzo[e]azulene). Reaction SMILES: C[N:2](C)[CH:3]=[N:4][C:5]([C:7]1[N:16]=[C:15]2[N:9]([CH2:10][CH2:11][O:12][C:13]3[CH:20]=[C:19]([Cl:21])[N:18]=[CH:17][C:14]=32)[CH:8]=1)=O.Cl.[CH:24]1([NH:30]N)[CH2:29][CH2:28][CH2:27][CH2:26][CH2:25]1>>[Cl:21][C:19]1[N:18]=[CH:17][C:14]2[C:15]3[N:9]([CH2:10][CH2:11][O:12][C:13]=2[CH:20]=1)[CH:8]=[C:7]([C:5]1[N:30]([CH:24]2[CH2:29][CH2:28][CH2:27][CH2:26][CH2:25]2)[N:2]=[CH:3][N:4]=1)[N:16]=3 |f:1.2|. Reported procedure: Following the procedures of Example 378, 8-Chloro-4,5-dihydro-6-oxa-1,3a,9-triaza-benzo[e]azulene-2-carboxylic acid 1-dimethylamino-methylideneamide was reacted with cyclohexylhydrazine hydrochloride to give 8-Chloro-2-(2-cyclohexyl-2H-[1,2,4]triazol-3-yl)-4,5-dihydro-6-oxa-1,3a,9-triaza-benzo[e]azulene (MS (ESI+) 371.2/373.2) which was reacted with L-prolineamide to give 409. MS (ESI+) 449.2. The reactants are CC(C)(C)OC(=O)N1CCCC1c1ncc(-c2ccc(Br)cc2)[nH]1, CC(C)(C)OC(=O)N1CCCC1c1ncc(-c2ccc3cc(Br)ccc3c2)[nH]1, [K+], [K+], [K+], [K+], CC(=O)[O-], C1COCCO1, O=P([O-])([O-])[O-]. Product: CC(C)(C)OC(=O)N1CCCC1c1ncc(-c2ccc(-c3ccc4cc(-c5cnc(C6CCCN6C(=O)OC(C)(C)C)[nH]5)ccc4c3)cc2)[nH]1. As a reaction SMILES: [C:1]([CH3:2])([CH3:3])([CH3:4])[O:5][C:6](=[O:7])[N:8]1[CH:9]([c:13]2[nH:14][c:15](-[c:18]3[cH:19][cH:20][c:21]([Br:24])[cH:22][cH:23]3)[cH:16][n:17]2)[CH2:10][CH2:11][CH2:12]1.[C:30]([CH3:31])([CH3:32])([CH3:33])[O:34][C:35](=[O:36])[N:37]1[CH:38]([c:42]2[nH:43][c:44](-[c:47]3[cH:48][c:49]4[cH:50][cH:51][c:52]([Br:57])[cH:53][c:54]4[cH:55][cH:56]3)[cH:45][n:46]2)[CH2:39][CH2:40][CH2:41]1.[K+:29].[K+:63].[K+:64].[K+:65].[O-:25][C:26]([CH3:27])=[O:28].[O:66]1[CH2:67][CH2:68][O:69][CH2:70][CH2:71]1.[P:58]([O-:59])([O-:60])([O-:61])=[O:62]>>[C:1]([CH3:2])([CH3:3])([CH3:4])[O:5][C:6](=[O:7])[N:8]1[CH:9]([c:13]2[nH:14][c:15](-[c:18]3[cH:19][cH:20][c:21](-[c:52]4[cH:51][cH:50][c:49]5[cH:48][c:47](-[c:44]6[nH:43][c:42]([CH:38]7[N:37]([C:35]([O:34][C:30]([CH3:31])([CH3:32])[CH3:33])=[O:36])[CH2:41][CH2:40][CH2:39]7)[n:46][cH:45]6)[cH:56][cH:55][c:54]5[cH:53]4)[cH:22][cH:23]3)[cH:16][n:17]2)[CH2:10][CH2:11][CH2:12]1. Product: COC1=C(C=CC=C1)CC(=O)NCCCNCCCCNCCCN (N-(2-Methoxyphenylacetyl)-spermine). Procedure: According to the General Procedure using 2-methoxyphenylacetic acid (81 mg. 0.49 mMol), dicyclohexylcarbodiimide (53 mg, 0.26 mMol), and spermine (201 mg, 0.99 mMol) in DME (4 ml), activation during 2.5 h and coupling over 48 h. The produce was eluted over silica gel with the lower layer of dichloromethane/methanol/0.880 ammonia solution (2:1:1). The desired amide was in fractions 6-10 and was homogeneous when monitored by tlc on silica (CH2Cl2 /MeOH/NH4OH lower layer, 2:1:1), Rf =0.25, (28 mg, ... As a reaction SMILES: [CH3:1][O:2][C:3]1[CH:8]=[CH:7][CH:6]=[CH:5][C:4]=1[CH2:9][C:10]([OH:12])=O.C1(N=C=NC2CCCCC2)CCCCC1.[NH2:28][CH2:29][CH2:30][CH2:31][NH:32][CH2:33][CH2:34][CH2:35][CH2:36][NH:37][CH2:38][CH2:39][CH2:40][NH2:41]>COCCOC>[CH3:1][O:2][C:3]1[CH:8]=[CH:7][CH:6]=[CH:5][C:4]=1[CH2:9][C:10]([NH:41][CH2:40][CH2:39][CH2:38][NH:37][CH2:36][CH2:35][CH2:34][CH2:33][NH:32][CH2:31][CH2:30][CH2:29][NH2:28])=[O:12]. Run at time 48 hour. Reactants: COC1=C(C=CC=C1)CC(=O)O (2-methoxyphenylacetic acid), ArH, ArH, C1(CCCCC1)N=C=NC1CCCCC1 (dicyclohexylcarbodiimide), NCCCNCCCCNCCCN (spermine). Solvent: COCCOC (DME).